From a dataset of the Open Reaction Database (ORD), a public repository of structured organic reaction records. describe an organic reaction: reactants, conditions, products, and yield The reactants are C(C)OC(=O)C1CN(CC1C1=CC=C(C=C1)NC(CC1=CC(=C(C=C1)NC(=O)NC1=C(C=CC=C1)C)OC)=O)C(C1=CC=CC=C1)=O (1-benzoyl-4-(4-{2-[3-methoxy-4-(3-o-tolyl-ureido)-phenyl]-acetylamino}-phenyl)-pyrrolidine-3-carboxylic acid ethyl ester), [OH-].[Na+] (sodium hydroxide). Solvent: C(C)O (ethanol). Conditions: temperature 10 celsius, time 24 hour. Yields the product C(C1=CC=CC=C1)(=O)N1CC(C(C1)C1=CC=C(C=C1)NC(CC1=CC(=C(C=C1)NC(=O)NC1=C(C=CC=C1)C)OC)=O)C(=O)O (1-Benzoyl-4-(4-{2-[3-methoxy-4-(3-o-tolyl-ureido)-phenyl]-acetylamino}-phenyl)-pyrrolidine-3-carboxylic Acid). Yield: 68.0%. RXN SMILES: C([O:3][C:4]([CH:6]1[CH:10]([C:11]2[CH:16]=[CH:15][C:14]([NH:17][C:18](=[O:39])[CH2:19][C:20]3[CH:25]=[CH:24][C:23]([NH:26][C:27]([NH:29][C:30]4[CH:35]=[CH:34][CH:33]=[CH:32][C:31]=4[CH3:36])=[O:28])=[C:22]([O:37][CH3:38])[CH:21]=3)=[CH:13][CH:12]=2)[CH2:9][N:8]([C:40](=[O:47])[C:41]2[CH:46]=[CH:45][CH:44]=[CH:43][CH:42]=2)[CH2:7]1)=[O:5])C.[OH-].[Na+]>C(O)C>[C:40]([N:8]1[CH2:9][CH:10]([C:11]2[CH:16]=[CH:15][C:14]([NH:17][C:18](=[O:39])[CH2:19][C:20]3[CH:25]=[CH:24][C:23]([NH:26][C:27]([NH:29][C:30]4[CH:35]=[CH:34][CH:33]=[CH:32][C:31]=4[CH3:36])=[O:28])=[C:22]([O:37][CH3:38])[CH:21]=3)=[CH:13][CH:12]=2)[CH:6]([C:4]([OH:5])=[O:3])[CH2:7]1)(=[O:47])[C:41]1[CH:42]=[CH:43][CH:44]=[CH:45][CH:46]=1 |f:1.2|. Procedure: A stirred solution of 1-benzoyl-4-(4-{2-[3-methoxy-4-(3-o-tolyl-ureido)-phenyl]-acetylamino}-phenyl)-pyrrolidine-3-carboxylic acid ethyl ester (5 g, Reference Example 7) in ethanol (60 ml), at 23° C., was treated dropwise with sodium hydroxide solution (16 ml, 1N). After stirring for 24 hours the mixture was evaporated (40° C. and 2.7 kPa) and the residue was treated with water (300 ml). The mixture was cooled to 10° C, then treated with hydrochloric acid (25 ml, 1N) and then stood at 23° C. for... The reactants are COC1=CC=C(CN[C@@H]2[C@@H]([C@H](CC2)C(=O)OC)C2=CC=C(C=C2)F)C=C1 (methyl 3-(S)-(4-methoxybenzyl-amino)-2-(S)-(4-fluorophenyl)cyclopentane-1-(S)-carboxylate), Cl (HCl), CCN(C(C)C)C(C)C (DIPEA), ClC(=O)OCC1=CC=CC=C1 (benzyl chloroformate). Solvent: O (water), C(Cl)Cl (methylene chloride). Reaction conditions: time 16 hour. The product is COC1=CC=C(CN(C(=O)OCC2=CC=CC=C2)[C@@H]2[C@@H]([C@H](CC2)C(=O)OC)C2=CC=C(C=C2)F)C=C1 (Methyl 3-(S)-(N-(4-methoxybenzyl)-N-(benzyloxycarbonyl)-amino)-2-(S)-(4-fluorophenyl)cyclopentane-1-(S)-carboxylate). As a reaction SMILES: [CH3:1][O:2][C:3]1[CH:26]=[CH:25][C:6]([CH2:7][NH:8][C@H:9]2[CH2:13][CH2:12][C@H:11]([C:14]([O:16][CH3:17])=[O:15])[C@H:10]2[C:18]2[CH:23]=[CH:22][C:21]([F:24])=[CH:20][CH:19]=2)=[CH:5][CH:4]=1.Cl[C:28]([O:30][CH2:31][C:32]1[CH:37]=[CH:36][CH:35]=[CH:34][CH:33]=1)=[O:29].CCN(C(C)C)C(C)C.Cl>C(Cl)Cl.O>[CH3:1][O:2][C:3]1[CH:4]=[CH:5][C:6]([CH2:7][N:8]([C@H:9]2[CH2:13][CH2:12][C@H:11]([C:14]([O:16][CH3:17])=[O:15])[C@H:10]2[C:18]2[CH:19]=[CH:20][C:21]([F:24])=[CH:22][CH:23]=2)[C:28]([O:30][CH2:31][C:32]2[CH:37]=[CH:36][CH:35]=[CH:34][CH:33]=2)=[O:29])=[CH:25][CH:26]=1. Procedure details: To a solution of 3.1 g of methyl 3-(S)-(4-methoxybenzyl-amino)-2-(S)-(4-fluorophenyl)cyclopentane-1-(S)-carboxylate, prepared as in Example 61, in 50 mL of methylene chloride was added 1.36 mL of benzyl chloroformate and after 5 min 3.0 mL of DIPEA. After stirring at room temperature for 16 h, the reaction was poured into water containing 3 mL of 2N HCl and was extracted twice with methylene chloride. The organic layers were washed with a portion of brine, combined, dried over sodium sulfate and...